describe an organic reaction: reactants, conditions, products, and yield From a dataset of the Open Reaction Database (ORD), a public repository of structured organic reaction records. Reactants: C1(CCC1)C[C@@H](C(=O)N(C)OC)NC(OC(C)(C)C)=O ((S)-tert-butyl 3-cyclobutyl-1-(methoxy(methyl)amino)-1-oxopropan-2-ylcarbamate), [H-].[Al+3].[Li+].[H-].[H-].[H-] (lithium aluminum hydride). Run in O1CCCC1 (tetrahydrofuran). Run at time 2 hour. The product is C1(CCC1)C[C@@H](C=O)NC(OC(C)(C)C)=O ((S)-tert-butyl 1-cyclobutyl-3-oxopropan-2-ylcarbamate). Isolated yield 86.5%. RXN SMILES: [CH:1]1([CH2:5][C@H:6]([NH:13][C:14](=[O:20])[O:15][C:16]([CH3:19])([CH3:18])[CH3:17])[C:7](N(OC)C)=[O:8])[CH2:4][CH2:3][CH2:2]1.[H-].[Al+3].[Li+].[H-].[H-].[H-]>O1CCCC1>[CH:1]1([CH2:5][C@H:6]([NH:13][C:14](=[O:20])[O:15][C:16]([CH3:18])([CH3:17])[CH3:19])[CH:7]=[O:8])[CH2:4][CH2:3][CH2:2]1 |f:1.2.3.4.5.6|. Procedure: To the solution of (S)-tert-butyl 3-cyclobutyl-1-(methoxy(methyl)amino)-1-oxopropan-2-ylcarbamate (4.3 g, 15 mmol) in anhydrous tetrahydrofuran (100 mL) under argon at −78° C., was slowly added lithium aluminum hydride (1M in tetrahydrofuran, 15 mL, 15 mmol). After 2 hours, the reaction mixture was quenched by slowly adding 1N HCl (15 mL) and the reaction mixture was warmed up to room temperature after the addition was complete. The reaction mixture was diluted with ethyl acetate (500 mL), washe... Reactants: ClC1=C(C=NC2=CC=CC=C12)[N+](=O)[O-] (4-chloro-3-nitroquinoline), C(C(C)C)N (isobutylamine). Run in O1CCCC1 (tetrahydrofuran). Yields the product C(C(C)C)NC1=C(C=NC2=CC=CC=C12)[N+](=O)[O-] (4-(isobutylamino)-3-nitroquinoline). Reaction SMILES: Cl[C:2]1[C:11]2[C:6](=[CH:7][CH:8]=[CH:9][CH:10]=2)[N:5]=[CH:4][C:3]=1[N+:12]([O-:14])=[O:13].[CH2:15]([NH2:19])[CH:16]([CH3:18])[CH3:17]>O1CCCC1>[CH2:15]([NH:19][C:2]1[C:11]2[C:6](=[CH:7][CH:8]=[CH:9][CH:10]=2)[N:5]=[CH:4][C:3]=1[N+:12]([O-:14])=[O:13])[CH:16]([CH3:18])[CH3:17]. Procedure: To a stirred solution of 50.0 g (0.24 mole) of 4-chloro-3-nitroquinoline in 300 ml of tetrahydrofuran was added, in small portions, 52.7 g (0.72 mole) of isobutylamine. The mixture was heated at its reflux temperature for one hour and was then evaporated in vacuo. Water was added to the residue, and the solid was separated by filtration. The solid was suspended in one liter of water, and was dissolved by the gradual addition of concentrated hydrochloric acid (to pH 3 to 4) followed by filtration... Reactants: OC1=C(C=NC2=C(C=CC=C12)C(F)(F)F)C(=O)Cl (4-hydroxy-8-trifluoromethyl-quinoline-3-carboxylic acid chloride), N=C1SCCN1 (2-imino-2,3,4,5-tetrahydrothiazole). Solvent: N1=CC=CC=C1 (pyridine), N1=CC=CC=C1 (pyridine). Run at time 18 hour. Product: S1C(=NCC1)NC(=O)C=1C=NC2=C(C=CC=C2C1O)C(F)(F)F (N-(4,5-dihydro-2-thiazolyl)-4-hydroxy-8-trifluoromethyl-quinoline-3-carboxamide). The yield is 24.7%. RXN SMILES: [OH:1][C:2]1[C:11]2[C:6](=[C:7]([C:12]([F:15])([F:14])[F:13])[CH:8]=[CH:9][CH:10]=2)[N:5]=[CH:4][C:3]=1[C:16](Cl)=[O:17].[NH:19]=[C:20]1[NH:24][CH2:23][CH2:22][S:21]1>N1C=CC=CC=1>[S:21]1[CH2:22][CH2:23][N:24]=[C:20]1[NH:19][C:16]([C:3]1[CH:4]=[N:5][C:6]2[C:11]([C:2]=1[OH:1])=[CH:10][CH:9]=[CH:8][C:7]=2[C:12]([F:15])([F:14])[F:13])=[O:17]. Procedure details: 6.3 g of 4-hydroxy-8-trifluoromethyl-quinoline-3-carboxylic acid chloride were added with stirring under an inert gas to 90 ml of pyridine and a solution of 2.35 g of 2-imino-2,3,4,5-tetrahydrothiazole in 15 ml of pyridine were added thereto. The mixture was stirred for 18 hours and was evaporated to dryness. The 11.5 g of residue were taken up in 40 ml of a 10% potassium carbonate solution and the solution was extracted with ethyl acetate. The combined organic phases were chromatographed over s... Product: C(CCC)N1N=C(C=2CCNCCC12)C1=CC=C(C=C1)Cl (1-Butyl-3-(4-chloro-phenyl)-1,4,5,6,7,8-hexahydro-1,2,6-triaza-azulene). RXN SMILES: C(OC([N:8]1[CH2:17][CH2:16][C:15]2[NH:14][N:13]=[C:12]([C:18]3[CH:23]=[CH:22][C:21]([Cl:24])=[CH:20][CH:19]=3)[C:11]=2[CH2:10][CH2:9]1)=O)(C)(C)C.I[CH2:26][CH2:27][CH2:28][CH3:29].C(OC(N1CCC2C(=C(C3C=CC(Cl)=CC=3)N(CCCC)N=2)CC1)=O)(C)(C)C>>[CH2:26]([N:14]1[C:15]2[CH2:16][CH2:17][NH:8][CH2:9][CH2:10][C:11]=2[C:12]([C:18]2[CH:19]=[CH:20][C:21]([Cl:24])=[CH:22][CH:23]=2)=[N:13]1)[CH2:27][CH2:28][CH3:29]. The reactants are C(C)(C)(C)OC(=O)N1CCC=2C(=NNC2CC1)C1=CC=C(C=C1)Cl (3-(4-chloro-phenyl)-4,5,7,8-tetrahydro-1H-1,2,6-triaza-azulene-6-carboxylic acid tert-butyl ester), ICCCC (1-iodobutane), C(C)(C)(C)OC(=O)N1CCC2=C(N(N=C2CC1)CCCC)C1=CC=C(C=C1)Cl (2-butyl-3-(4-chloro-phenyl)-4,5,7,8-tetrahydro-2H-1,2,6-triaza-azulene-6-carboxylic acid tert-butyl ester). Procedure: The title compound (0.033 g) was prepared from 3-(4-chloro-phenyl)-4,5,7,8-tetrahydro-1H-1,2,6-triaza-azulene-6-carboxylic acid tert-butyl ester (Example 59, Step C, 0.1 g) using 1-iodobutane (0.038 mL) in place of benzyl chloride. The reaction sequence also yielded 2-butyl-3-(4-chloro-phenyl)-4,5,7,8-tetrahydro-2H-1,2,6-triaza-azulene-6-carboxylic acid tert-butyl ester in the alkylation step. MS (ESI): exact mass calculated for C17H22ClN3, 303.15; found, m/z 304.2 [M+H]+. 1H NMR (500 MHz, CD3OD...